This data is from the Open Reaction Database (ORD), a public repository of structured organic reaction records. The task is: describe an organic reaction: reactants, conditions, products, and yield The reactants are NC=1C=CC(=C(C1)[C@]1(NC(COC(C1)(C)C)=S)C)F ((S)-5-(5-amino-2-fluoro-phenyl)-5,7,7-trimethyl-[1,4]oxazepane-3-thione), FC(C1(CC1)C(=O)O)(F)F (1-trifluoromethyl-cyclopropanecarboxylic acid). The product is FC1=C(C=C(C=C1)NC(=O)C1(CC1)C(F)(F)F)[C@]1(NC(COC(C1)(C)C)=S)C (1-Trifluoromethyl-cyclopropanecarboxylic acid [4-fluoro-3-((S)-5,7,7-trimethyl-3-thioxo-[1,4]oxazepan-5-yl)-phenyl]-amide). Yield: 92.0%. RXN SMILES: [NH2:1][C:2]1[CH:3]=[CH:4][C:5]([F:19])=[C:6]([C@:8]2([CH3:18])[CH2:14][C:13]([CH3:16])([CH3:15])[O:12][CH2:11][C:10](=[S:17])[NH:9]2)[CH:7]=1.[F:20][C:21]([F:29])([F:28])[C:22]1([C:25](O)=[O:26])[CH2:24][CH2:23]1>>[F:19][C:5]1[CH:4]=[CH:3][C:2]([NH:1][C:25]([C:22]2([C:21]([F:29])([F:28])[F:20])[CH2:24][CH2:23]2)=[O:26])=[CH:7][C:6]=1[C@:8]1([CH3:18])[CH2:14][C:13]([CH3:16])([CH3:15])[O:12][CH2:11][C:10](=[S:17])[NH:9]1. Reported procedure: The compound was prepared in an analogous manner as described for intermediate B14A from (S)-5-(5-amino-2-fluoro-phenyl)-5,7,7-trimethyl-[1,4]oxazepane-3-thione (intermediate A17A) (110 mg, 0.39 mmol) and commercially available 1-trifluoromethyl-cyclopropanecarboxylic acid [CAS No. 277756-46-4] (67 mg, 0.44 mmol). The compound was obtained as light yellow foam (167 mg, 92%). MS (ISP): m/z=419.2 [(M+H)+]. Product: COc1ccc(NC(=O)CCCl)cc1. The reactants are COc1ccc(N)cc1, O=C(Cl)CCCl, ClCCl, Cl, [Na+], [OH-], O. As a reaction SMILES: [CH3:1][O:2][c:3]1[cH:4][cH:5][c:6]([NH2:9])[cH:7][cH:8]1.[Cl:12][CH2:13][CH2:14][C:15](=[O:16])[Cl:17].[Cl:19][CH2:20][Cl:21].[ClH:18].[Na+:11].[OH-:10].[OH2:22]>>[CH3:1][O:2][c:3]1[cH:4][cH:5][c:6]([NH:9][C:15]([CH2:14][CH2:13][Cl:12])=[O:16])[cH:7][cH:8]1. The reactants are CC=1CC(N(N1)C1=CC=C(C=C1)[N+](=O)[O-])=O (5-methyl-2-(4-nitrophenyl)-2,4-dihydro-3-pyrazolone), N1=CN=CN=C1 (1,3,5-triazine), C(C)C1=C(N)C=CC=C1 (2-ethylaniline). The solvent is C(C)O (ethanol). Yields the product C(C)C1=C(C=CC=C1)NC=C1C(N(N=C1C)C1=CC=C(C=C1)[N+](=O)[O-])=O (4-(2-Ethylphenylaminomethylene)-5-methyl-2-(4-nitrophenyl)-2,4-dihydro-3-pyrazolone). Reaction SMILES: [CH3:1][C:2]1[CH2:3][C:4](=[O:16])[N:5]([C:7]2[CH:12]=[CH:11][C:10]([N+:13]([O-:15])=[O:14])=[CH:9][CH:8]=2)[N:6]=1.[N:17]1[CH:22]=NC=N[CH:18]=1.[CH2:23]([C:25]1C=[CH:30][CH:29]=[CH:28][C:26]=1N)[CH3:24]>C(O)C>[CH2:29]([C:28]1[CH:26]=[CH:25][CH:23]=[CH:24][C:18]=1[NH:17][CH:22]=[C:3]1[C:2]([CH3:1])=[N:6][N:5]([C:7]2[CH:8]=[CH:9][C:10]([N+:13]([O-:15])=[O:14])=[CH:11][CH:12]=2)[C:4]1=[O:16])[CH3:30]. Reported procedure: 1 g of 5-methyl-2-(4-nitrophenyl)-2,4-dihydro-3-pyrazolone, 190 mg of 1,3,5-triazine and 0.74 ml of 2-ethylaniline are heated under reflux in 50 ml of ethanol for 4 days. The solvent is evaporated off in vacuo, and the crude reaction product obtained in this way is purified by chromatography on silica gel with a solvent mixture consisting of dichloromethane and methanol mixed in the ratio of 97:3 as eluent. Reactants: Cl, [In], O=[N+]([O-])c1cccc(S(=O)(=O)N2CC=CC2)c1, C1CCOC1, O. Yields the product Nc1cccc(S(=O)(=O)N2CC=CC2)c1. RXN SMILES: [ClH:19].[In:18].[N+:1]([O-:2])(=[O:3])[c:4]1[cH:5][c:6]([S:10](=[O:11])(=[O:12])[N:13]2[CH2:14][CH:15]=[CH:16][CH2:17]2)[cH:7][cH:8][cH:9]1.[O:20]1[CH2:21][CH2:22][CH2:23][CH2:24]1.[OH2:25]>>[NH2:1][c:4]1[cH:5][c:6]([S:10](=[O:11])(=[O:12])[N:13]2[CH2:14][CH:15]=[CH:16][CH2:17]2)[cH:7][cH:8][cH:9]1.